The task is: describe an organic reaction: reactants, conditions, products, and yield. This data is from the Open Reaction Database (ORD), a public repository of structured organic reaction records. Reactants: ClC1=CC=C(C=C1)C=1SC(=C(N1)C1C(CCC1=O)=O)C (2-[2-(4-Chloro-phenyl)-5-methyl-thiazol-4-yl]-cyclopentane-1,3-dione), C([O-])([O-])=O.[K+].[K+] (potassium carbonate), IC (iodomethane). Run in CC(=O)C (acetone). Run at temperature 40 celsius. Yields the product ClC1=CC=C(C=C1)C=1SC(=C(N1)C=1C(CCC1OC)=O)C (2-[2-(4-Chloro-phenyl)-5-methyl-thiazol-4-yl]-3-methoxy-cyclopent-2-enone). Isolated yield 66.6%. As a reaction SMILES: [Cl:1][C:2]1[CH:7]=[CH:6][C:5]([C:8]2[S:9][C:10]([CH3:20])=[C:11]([CH:13]3[C:17](=[O:18])[CH2:16][CH2:15][C:14]3=[O:19])[N:12]=2)=[CH:4][CH:3]=1.[C:21](=O)([O-])[O-].[K+].[K+].IC>CC(C)=O>[Cl:1][C:2]1[CH:7]=[CH:6][C:5]([C:8]2[S:9][C:10]([CH3:20])=[C:11]([C:13]3[C:17](=[O:18])[CH2:16][CH2:15][C:14]=3[O:19][CH3:21])[N:12]=2)=[CH:4][CH:3]=1 |f:1.2.3|. Procedure: To a solution of 2-[2-(4-Chloro-phenyl)-5-methyl-thiazol-4-yl]-cyclopentane-1,3-dione (1.12 g, 3.66 mmol) in acetone (20 ml) was added potassium carbonate (1.04 g, 7.32 mmol), followed by iodomethane (455 μl, 7.32 mmol), and the reaction heated to 40° C. for 6 hours. The solvent was then removed from the crude reaction mixture under reduced pressure and the residue partitioned between water (100 ml) and ethyl acetate (100 ml). The organic layer was separated, dry loaded onto silica and purified ... Reactants: CC(C)(C)OC(=O)N1CCN(c2cccc(O)c2)CC1, Cc1ccccc1, OCCCN(Cc1cccc(C(F)(F)F)c1Cl)CC(c1ccccc1)c1ccccc1, c1ccc(P(c2ccccc2)c2ccccc2)cc1. The product is CC(C)(C)OC(=O)N1CCN(c2cccc(OCCCN(Cc3cccc(C(F)(F)F)c3Cl)CC(c3ccccc3)c3ccccc3)c2)CC1. As a reaction SMILES: [C:32]([CH3:33])([CH3:34])([CH3:35])[O:36][C:37](=[O:38])[N:39]1[CH2:40][CH2:41][N:42]([c:45]2[cH:46][c:47]([OH:51])[cH:48][cH:49][cH:50]2)[CH2:43][CH2:44]1.[CH3:71][c:72]1[cH:73][cH:74][cH:75][cH:76][cH:77]1.[Cl:1][c:2]1[c:3]([CH2:4][N:5]([CH2:6][CH2:7][CH2:8][OH:9])[CH2:10][CH:11]([c:12]2[cH:13][cH:14][cH:15][cH:16][cH:17]2)[c:18]2[cH:19][cH:20][cH:21][cH:22][cH:23]2)[cH:24][cH:25][cH:26][c:27]1[C:28]([F:29])([F:30])[F:31].[c:52]1([P:53]([c:54]2[cH:55][cH:56][cH:57][cH:58][cH:59]2)[c:60]2[cH:61][cH:62][cH:63][cH:64][cH:65]2)[cH:66][cH:67][cH:68][cH:69][cH:70]1>>[Cl:1][c:2]1[c:3]([CH2:4][N:5]([CH2:6][CH2:7][CH2:8][O:9][c:47]2[cH:46][c:45]([N:42]3[CH2:41][CH2:40][N:39]([C:37]([O:36][C:32]([CH3:33])([CH3:34])[CH3:35])=[O:38])[CH2:44][CH2:43]3)[cH:50][cH:49][cH:48]2)[CH2:10][CH:11]([c:12]2[cH:13][cH:14][cH:15][cH:16][cH:17]2)[c:18]2[cH:19][cH:20][cH:21][cH:22][cH:23]2)[cH:24][cH:25][cH:26][c:27]1[C:28]([F:29])([F:30])[F:31]. The reactants are Cl (HCl), COC(C(C)NC1=C(C=CC=C1Cl)Cl)=O (α-(2,6-dichloroanilino)-propionic acid methyl ester), CN(C=O)C (dimethylformamide), ClCC(=O)Cl (chloroacetyl chloride). Run in ClC1=CC=CC=C1 (chlorobenzene). The product is COC(=O)C(C)N(C1=C(C=CC=C1Cl)Cl)C(CCl)=O (N-(1'-methoxycarbonyl-ethyl)-N-chloroacetyl-2,6-dichloroaniline). Reaction SMILES: [CH3:1][O:2][C:3](=[O:15])[CH:4]([NH:6][C:7]1[C:12]([Cl:13])=[CH:11][CH:10]=[CH:9][C:8]=1[Cl:14])[CH3:5].CN(C)C=O.[Cl:21][CH2:22][C:23](Cl)=[O:24].Cl>ClC1C=CC=CC=1>[CH3:1][O:2][C:3]([CH:4]([N:6]([C:23](=[O:24])[CH2:22][Cl:21])[C:7]1[C:12]([Cl:13])=[CH:11][CH:10]=[CH:9][C:8]=1[Cl:14])[CH3:5])=[O:15]. Procedure: 18.4 g of α-(2,6-dichloroanilino)-propionic acid methyl ester, 1 ml of dimethylformamide and 100 ml of chlorobenzene are heated to 100° (internal temperature). An addition is made dropwise at this temperature, with stirring, of 8 ml of chloroacetyl chloride. After the evolution of HCl has ceased, stirring is maintained for 1 hour at 130°-140° bath temperature. The reaction mixture is allowed to cool to room temperature, the solvent is removed in a rotary evaporator, and the yellow oil remaining ... Starting materials: CN(C(=O)c1ccc(Br)cc1)C1CCNCC1c1ccc(Cl)c(Cl)c1, CC(=O)N1CCC(C(=O)O)CC1, Cl. Product: CC(=O)N1CCC(C(=O)N2CCC(N(C)C(=O)c3ccc(Br)cc3)C(c3ccc(Cl)c(Cl)c3)C2)CC1. Reaction SMILES: [Br:2][c:3]1[cH:4][cH:5][c:6]([C:7](=[O:8])[N:9]([CH3:10])[CH:11]2[CH:12]([c:17]3[cH:18][c:19]([Cl:24])[c:20]([Cl:23])[cH:21][cH:22]3)[CH2:13][NH:14][CH2:15][CH2:16]2)[cH:25][cH:26]1.[C:27]([CH3:28])(=[O:29])[N:30]1[CH2:31][CH2:32][CH:33]([C:36](=[O:37])[OH:38])[CH2:34][CH2:35]1.[ClH:1]>>[Br:2][c:3]1[cH:4][cH:5][c:6]([C:7](=[O:8])[N:9]([CH3:10])[CH:11]2[CH:12]([c:17]3[cH:18][c:19]([Cl:24])[c:20]([Cl:23])[cH:21][cH:22]3)[CH2:13][N:14]([C:36]([CH:33]3[CH2:32][CH2:31][N:30]([C:27]([CH3:28])=[O:29])[CH2:35][CH2:34]3)=[O:37])[CH2:15][CH2:16]2)[cH:25][cH:26]1. Starting materials: CCSC(=NS(=O)(=O)c1ccccc1C(=O)OC)Nc1nc2c(c(OC)n1)CCC2, CC(C)=O. Yields the product COC(=O)c1ccccc1S(=O)(=O)NC(=O)Nc1nc2c(c(OC)n1)CCC2. As a reaction SMILES: [CH3:1][O:2][c:3]1[n:4][c:5]([NH:12][C:13]([S:14][CH2:15][CH3:16])=[N:17][S:18](=[O:19])(=[O:20])[c:21]2[c:22]([C:23](=[O:24])[O:25][CH3:26])[cH:27][cH:28][cH:29][cH:30]2)[n:6][c:7]2[c:8]1[CH2:9][CH2:10][CH2:11]2.[CH3:31][C:32]([CH3:33])=[O:34]>>[CH3:1][O:2][c:3]1[n:4][c:5]([NH:12][C:13]([NH:17][S:18](=[O:19])(=[O:20])[c:21]2[c:22]([C:23](=[O:24])[O:25][CH3:26])[cH:27][cH:28][cH:29][cH:30]2)=[O:34])[n:6][c:7]2[c:8]1[CH2:9][CH2:10][CH2:11]2. Starting materials: C(C1=CC=CC=C1)(C1=CC=CC=C1)(C1=CC=CC=C1)Cl (trityl chloride), C(C1=CC=CC=C1)(C1=CC=CC=C1)(C1=CC=CC=C1)Cl (trityl chloride), ClC=1C=C2C(=NC1)NN=C2I (5-chloro-3-iodo-1H-pyrazolo[3,4-b]pyridine), C(=O)([O-])[O-].[Na+].[Na+] (Na2CO3). Solvent: CN(C=O)C (N,N-dimethylformamide), CCOCC (Et2O). Conditions: time 8 hour. Yields the product ClC=1C=C2C(=NC1)N(N=C2I)C(C2=CC=CC=C2)(C2=CC=CC=C2)C2=CC=CC=C2 (5-chloro-3-iodo-1-trityl-1H-pyrazolo[3,4-b]pyridine). RXN SMILES: [Cl:1][C:2]1[CH:3]=[C:4]2[C:10]([I:11])=[N:9][NH:8][C:5]2=[N:6][CH:7]=1.C([O-])([O-])=O.[Na+].[Na+].[C:18](Cl)([C:31]1[CH:36]=[CH:35][CH:34]=[CH:33][CH:32]=1)([C:25]1[CH:30]=[CH:29][CH:28]=[CH:27][CH:26]=1)[C:19]1[CH:24]=[CH:23][CH:22]=[CH:21][CH:20]=1>CN(C)C=O.CCOCC>[Cl:1][C:2]1[CH:3]=[C:4]2[C:10]([I:11])=[N:9][N:8]([C:18]([C:19]3[CH:24]=[CH:23][CH:22]=[CH:21][CH:20]=3)([C:31]3[CH:32]=[CH:33][CH:34]=[CH:35][CH:36]=3)[C:25]3[CH:26]=[CH:27][CH:28]=[CH:29][CH:30]=3)[C:5]2=[N:6][CH:7]=1 |f:1.2.3|. Procedure: To a stirred mixture of 5-chloro-3-iodo-1H-pyrazolo[3,4-b]pyridine, 31, (11.6 g, 38.5 mmol), and Na2CO3 (12.2 g, 115 mmol) in N,N-dimethylformamide (200 mL) was added trityl chloride (11.8 g, 42.4 mmol). The mixture was stirred at room temperature overnight. After 16 hr, additional trityl chloride (1.61 g, 5.78 mmol) was added. And the mixture was heated to 60° C. for 45 min. The mixture was cooled, diluted with Et2O, washed with water (2×), brine (2×), dried over Na2SO4, filtered and concentrat... The reactants are [OH-].[K+] (KOH), C([O-])([O-])=O.[K+].[K+] (potassium carbonate), C(C)(=O)N1C(CC(CC1(C)C)O)(C)C (1-acetyl-2,2,6,6-tetramethyl-4-hydroxypiperidine), ClC1=NC(=NC(=N1)OC1CC(N(C(C1)(C)C)O)(C)C)N1C(CCCC1(C)C)(C)C (2-Chloro-4-(1-hydroxyl-2,2,6,6-tetramethylpiperidin-4-oxy)-6-(2,2,6,6-tetramethylpiperidin-1-yl)-1,3,5-triazine), ClC1=NC(=NC(=N1)OC1CC(N(C(C1)(C)C)O)(C)C)N1C(CCCC1(C)C)(C)C (2-Chloro-4-(1-hydroxyl-2,2,6,6-tetramethylpiperidin-4-oxy)-6-(2,2,6,6-tetramethylpiperidin-1-yl)-1,3,5-triazine). The reagents and catalysts are S(=O)(=O)(O)[O-].C(CCC)[N+](CCCC)(CCCC)CCCC (tetrabutylammonium hydrogen sulfate). Solvent: O (water), C1(=CC=CC=C1)C (toluene). Yields the product C(C)(=O)N1C(CC(CC1(C)C)OC1=NC(=NC(=N1)OC1CC(N(C(C1)(C)C)O)(C)C)N1C(CCCC1(C)C)(C)C)(C)C (2-(1-Acetyl-2,2,6,6-tetramethylpiperidin-4-oxy)-4-(1-hydroxyl-2,2,6,6-tetramethylpiperidin-4-oxy)-6-(2,2,6,6-tetramethylpiperidin-1-yl)-1,3,5-triazine). Reaction SMILES: Cl[C:2]1[N:7]=[C:6]([O:8][CH:9]2[CH2:14][C:13]([CH3:16])([CH3:15])[N:12]([OH:17])[C:11]([CH3:19])([CH3:18])[CH2:10]2)[N:5]=[C:4]([N:20]2[C:25]([CH3:27])([CH3:26])[CH2:24][CH2:23][CH2:22][C:21]2([CH3:29])[CH3:28])[N:3]=1.[OH-].[K+].C(=O)([O-])[O-].[K+].[K+].[C:38]([N:41]1[C:46]([CH3:48])([CH3:47])[CH2:45][CH:44]([OH:49])[CH2:43][C:42]1([CH3:51])[CH3:50])(=[O:40])[CH3:39]>C1(C)C=CC=CC=1.S([O-])(O)(=O)=O.C([N+](CCCC)(CCCC)CCCC)CCC.O>[C:38]([N:41]1[C:42]([CH3:51])([CH3:50])[CH2:43][CH:44]([O:49][C:2]2[N:7]=[C:6]([O:8][CH:9]3[CH2:14][C:13]([CH3:16])([CH3:15])[N:12]([OH:17])[C:11]([CH3:19])([CH3:18])[CH2:10]3)[N:5]=[C:4]([N:20]3[C:25]([CH3:27])([CH3:26])[CH2:24][CH2:23][CH2:22][C:21]3([CH3:29])[CH3:28])[N:3]=2)[CH2:45][C:46]1([CH3:48])[CH3:47])(=[O:40])[CH3:39] |f:1.2,3.4.5,8.9|. Reported procedure: 4 g of 2-chloro-4-(1-hydroxyl-2,2,6,6-tetramethylpiperidin-4-oxy)-6-(2,2,6,6-tetramethylpiperidin-1-yl)-1,3,5-triazine (product from Example 36) are dissolved in 30 ml of toluene, after which 2.6 g of pulverized KOH, 1 g of potassium carbonate and 0.15 g of tetrabutylammonium hydrogen sulfate are added. 1.95 g of 1-acetyl-2,2,6,6-tetramethyl-4-hydroxypiperidine are added with stirring. The mixture is warmed to 60° for 17 hours. After cooling, 30 ml of water are added. The phases are separated. T... Reactants: BrC1=CC=2SCC(NC2N=C1C(=O)OC)=O (Methyl 7-bromo-3-oxo-3,4-dihydro-2H-pyrido[3,2-b][1,4]thiazine-6-carboxylate), C(C)[Sn](CC)(CC)CC (tetraethyltin), 7-ethyl, 7-vinyl. Reagents/catalysts: Cl[Pd]([P](C1=CC=CC=C1)(C2=CC=CC=C2)C3=CC=CC=C3)([P](C4=CC=CC=C4)(C5=CC=CC=C5)C6=CC=CC=C6)Cl (bis(triphenylphosphine)palladium(II) chloride), [Pd] (palladium on carbon). The solvent is CN(C=O)C (dimethylformamide), CO.C(C)(=O)OCC (methanol ethyl acetate). Product: C(C)C1=CC=2SCC(NC2N=C1C(=O)OC)=O (Methyl 7-ethyl-3-oxo-3,4-dihydro-2H-pyrido[3,2-b][1,4]thiazine-6-carboxylate). Isolated yield 16.8%. RXN SMILES: Br[C:2]1[C:11]([C:12]([O:14][CH3:15])=[O:13])=[N:10][C:9]2[NH:8][C:7](=[O:16])[CH2:6][S:5][C:4]=2[CH:3]=1.[CH2:17]([Sn](CC)(CC)CC)[CH3:18]>CN(C)C=O.CO.C(OCC)(=O)C.[Pd].Cl[Pd](Cl)([P](C1C=CC=CC=1)(C1C=CC=CC=1)C1C=CC=CC=1)[P](C1C=CC=CC=1)(C1C=CC=CC=1)C1C=CC=CC=1>[CH2:17]([C:2]1[C:11]([C:12]([O:14][CH3:15])=[O:13])=[N:10][C:9]2[NH:8][C:7](=[O:16])[CH2:6][S:5][C:4]=2[CH:3]=1)[CH3:18] |f:3.4,^1:42,61|. Reported procedure: Methyl 7-bromo-3-oxo-3,4-dihydro-2H-pyrido[3,2-b][1,4]thiazine-6-carboxylate (Example 304b) (2.00 g, 6.6 mmol), tetraethyltin (3.17 mL, 16 mmol) and bis(triphenylphosphine)palladium(II) chloride (1.12 g, 1.6 mmol) in dimethylformamide (40 mL) were heated at 120° C. for 24 h. The mixture was filtered through Kieselguhr, washed through with ethyl acetate and evaporated. Chromatography on silica gel (20-50% ethyl acetate/petroleum ether) gave a mixture of the 7-ethyl and 7-vinyl compounds (0.29 g).... Starting materials: ClC1=NC=CC(=N1)N(C1=CC2=C(N(C(=N2)NCC2=CC=C(C=C2)C)C)C=C1)C (N5-(2-Chloro-pyrimidin-4-yl)-1,N5-dimethyl-N2-(4-methyl-benzyl)-1H-benzoimidazole-2,5-diamine), CS(=O)(=O)CC1=CC=C(N)C=C1 (4-[(methylsulfonyl)methyl]aniline). The product is Cl.CS(=O)(=O)CC1=CC=C(C=C1)NC1=NC=CC(=N1)N(C1=CC2=C(N(C(=N2)NCC2=CC=C(C=C2)C)C)C=C1)C (N5-[2-(4-Methanesulfonylmethyl-phenylamino)-pyrimidin-4-yl]-1,N5-dimethyl-N2-(4-methyl-benzyl)-1H-benzoimidazole-2,5-diamine hydrochloride). As a reaction SMILES: [Cl:1][C:2]1[N:7]=[C:6]([N:8]([CH3:28])[C:9]2[CH:27]=[CH:26][C:12]3[N:13]([CH3:25])[C:14]([NH:16][CH2:17][C:18]4[CH:23]=[CH:22][C:21]([CH3:24])=[CH:20][CH:19]=4)=[N:15][C:11]=3[CH:10]=2)[CH:5]=[CH:4][N:3]=1.[CH3:29][S:30]([CH2:33][C:34]1[CH:40]=[CH:39][C:37]([NH2:38])=[CH:36][CH:35]=1)(=[O:32])=[O:31]>>[ClH:1].[CH3:29][S:30]([CH2:33][C:34]1[CH:40]=[CH:39][C:37]([NH:38][C:2]2[N:7]=[C:6]([N:8]([CH3:28])[C:9]3[CH:27]=[CH:26][C:12]4[N:13]([CH3:25])[C:14]([NH:16][CH2:17][C:18]5[CH:19]=[CH:20][C:21]([CH3:24])=[CH:22][CH:23]=5)=[N:15][C:11]=4[CH:10]=3)[CH:5]=[CH:4][N:3]=2)=[CH:36][CH:35]=1)(=[O:31])=[O:32] |f:2.3|. Reported procedure: The title compound was prepared following the procedure of example one with N5-(2-Chloro-pyrimidin-4-yl)-1,N5-dimethyl-N2-(4-methyl-benzyl)-1H-benzoimidazole-2,5-diamine (98 mg, 0.25 mmol) and 4-[(methylsulfonyl)methyl]aniline (46 mg, 0.25 mmol) as a white solid (141 mg, 97%). 1H NMR (300 MHz, d6-DMSO+NaHCO3) δ 9.21 (s, 1H), 7.76-7.79 (M, 3H), 7.50 (br s, 1H), 7.22-7.30 (m, 5H), 7.09-7.14 (M, 3H), 6.86 (d, J=8.4 Hz, 1H), 5.64 (d, J=6.0 Hz, 1H), 4.55 (d, J=5.4 Hz, 2H), 4.34 (s, 2H), 3.58 (s, 3H),... Reactants: COCc1cn(-c2cccc(C(F)(F)F)c2)nc(C(=O)OC)c1=O, CNOC, CCN(C(C)C)C(C)C, ClCCl, Cl. Product: COCc1cn(-c2cccc(C(F)(F)F)c2)nc(C(=O)N(C)OC)c1=O. RXN SMILES: [CH3:15][O:16][CH2:17][c:18]1[c:19](=[O:38])[c:20]([C:34](=[O:35])[O:36][CH3:37])[n:21][n:22](-[c:24]2[cH:25][c:26]([C:30]([F:31])([F:32])[F:33])[cH:27][cH:28][cH:29]2)[cH:23]1.[CH3:2][NH:3][O:4][CH3:5].[CH:6]([N:7]([CH2:8][CH3:9])[CH:10]([CH3:11])[CH3:12])([CH3:13])[CH3:14].[Cl:39][CH2:40][Cl:41].[ClH:1]>>[CH3:2][N:3]([O:4][CH3:5])[C:34]([c:20]1[c:19](=[O:38])[c:18]([CH2:17][O:16][CH3:15])[cH:23][n:22](-[c:24]2[cH:25][c:26]([C:30]([F:31])([F:32])[F:33])[cH:27][cH:28][cH:29]2)[n:21]1)=[O:35].